This data is from the Open Reaction Database (ORD), a public repository of structured organic reaction records. The task is: describe an organic reaction: reactants, conditions, products, and yield The reactants are ClCCO (2-chloro-ethanol), [H-].[Na+] (sodium hydride), CN(C1=CC=C(C(=O)O)C=C1)C (4-dimethylamino benzoic acid). The solvent is CC(=O)N(C)C (dimethyl acetamide), CC(=O)N(C)C (dimethyl acetamide), CC(=O)N(C)C (dimethyl acetamide). Conditions: temperature 105 celsius, time 16 hour. The product is OCCOC(C1=CC=C(C=C1)N(C)C)=O (2-hydroxyethyl-(4-dimethylamino benzoate)). Reaction SMILES: [CH3:1][N:2]([CH3:12])[C:3]1[CH:11]=[CH:10][C:6]([C:7]([OH:9])=[O:8])=[CH:5][CH:4]=1.[H-].[Na+].Cl[CH2:16][CH2:17][OH:18]>CC(N(C)C)=O>[OH:18][CH2:17][CH2:16][O:8][C:7](=[O:9])[C:6]1[CH:10]=[CH:11][C:3]([N:2]([CH3:12])[CH3:1])=[CH:4][CH:5]=1 |f:1.2|. Reported procedure: 17.5 g (0.106 mol) of 4-dimethylamino benzoic acid was dissolved in 80 mL of dimethyl acetamide and added drop wise over 30 minutes to a suspension of 5.32 g (0.133 mol) of sodium hydride (60% in mineral oil) in 50 mL dimethyl acetamide. It became difficult to stir the suspension and an additional 30 mL of dimethyl acetamide was added. 7.2 mL (8.64 g, 0.107 mol) of 2-chloro-ethanol was added and the reaction mixture was heated to 105° C. The reaction was allowed to continue 16 hours at 105° C. T... Starting materials: O=C(O)C(c1ccccc1)c1ccccc1, C#CC(C)(C)N. The reagents and catalysts are CN(C)C(=[N+](C)C)F.F[P-](F)(F)(F)(F)F (TFFH), CN1CCOCC1 (NMM). Solvent: CN(C)C=O (DMF), CN(C)C=O (DMF), CN(C)C=O (DMF), CN(C)C=O (DMF), CN(C)C=O (DMF), CN(C)C=O (DMF). Reaction conditions: temperature 25 celsius, time 2 hour. Product: C#CC(C)(C)NC(=O)C(c1ccccc1)c1ccccc1. The yield is 14.5%. RXN SMILES: C#CC(C)(C)N.O=C(O)C(c1ccccc1)c1ccccc1.CN(C)C(=[N+](C)C)F.F[P-](F)(F)(F)(F)F.CN1CCOCC1.CN(C)C=O>>C#CC(C)(C)NC(=O)C(c1ccccc1)c1ccccc1. Reactants: NC=1C=C(C(=CC1)F)C(F)(F)F (3-amino-6-fluorobenzotrifluoride), C(C)(=O)OC(C)=O (acetic anhydride). Run in CCN(CC)CC (Et3N). The product is C(C)(=O)NC=1C=C(C(=CC1)F)C(F)(F)F (3-acetamido-6-fluorobenzotrifluoride). The yield is 97.0%. As a reaction SMILES: [NH2:1][C:2]1[CH:3]=[C:4]([C:9]([F:12])([F:11])[F:10])[C:5]([F:8])=[CH:6][CH:7]=1.[C:13](OC(=O)C)(=[O:15])[CH3:14]>CCN(CC)CC>[C:13]([NH:1][C:2]1[CH:3]=[C:4]([C:9]([F:12])([F:10])[F:11])[C:5]([F:8])=[CH:6][CH:7]=1)(=[O:15])[CH3:14]. Reported procedure: A solution of 3-amino-6-fluorobenzotrifluoride (2.0 g, 11.17 mmol, Aldrich) in acetic anhydride (10 mL) and Et3N (1 mL) was stirred at room temperature for 24 h, and then most of the acetic anhydride was removed. The white needle crystals were collected by filtration and washed with water (2×2 mL), affording 2.4 g (97%) of 3-acetamido-6-fluorobenzotrifluoride. 1H NMR (CDCl3): δ 2.184 (s, 3H); 7.136 (t, 1H, J=9.9 Hz); 7.733 (m, 3H). The reactants are CC(C)CNCC(C)C, Cc1ccccc1, Oc1ccc(C2CCOCC2)cc1, O=S(=O)(Cl)Cl. Product: Oc1ccc(C2CCOCC2)cc1Cl. RXN SMILES: [CH2:14]([NH:15][CH2:16][CH:17]([CH3:18])[CH3:19])[CH:20]([CH3:21])[CH3:22].[CH3:28][c:29]1[cH:30][cH:31][cH:32][cH:33][cH:34]1.[O:1]1[CH2:2][CH2:3][CH:4]([c:7]2[cH:8][cH:9][c:10]([OH:13])[cH:11][cH:12]2)[CH2:5][CH2:6]1.[S:23]([Cl:24])(=[O:25])([Cl:26])=[O:27]>>[O:1]1[CH2:2][CH2:3][CH:4]([c:7]2[cH:8][c:9]([Cl:26])[c:10]([OH:13])[cH:11][cH:12]2)[CH2:5][CH2:6]1. The reactants are crude product, ice water, crude product, [Na] (sodium), C(=O)(O)C=1OC(=CC1)O (2-carboxy-5-hydroxyfuran), COC1=CC=C(CCl)C=C1 (4-methoxybenzyl chloride), CN(C)C=O (DMF). Reaction conditions: temperature 70 celsius. The product is COC1=CC=C(C=C1)COC(=O)C=1OC(=CC1)CO (2-(4-methoxyphenylmethyl oxycarbonyl)-5-hydroxymethylfuran). RXN SMILES: [Na].[C:2]([C:5]1[O:6][C:7](O)=[CH:8][CH:9]=1)([OH:4])=[O:3].[CH3:11][O:12][C:13]1[CH:20]=[CH:19][C:16]([CH2:17]Cl)=[CH:15][CH:14]=1.CN([CH:24]=[O:25])C>>[CH3:11][O:12][C:13]1[CH:20]=[CH:19][C:16]([CH2:17][O:4][C:2]([C:5]2[O:6][C:7]([CH2:24][OH:25])=[CH:8][CH:9]=2)=[O:3])=[CH:15][CH:14]=1 |^1:0|. Procedure details: A mixture of the sodium salt of 2-carboxy-5-hydroxyfuran (3.33 g, 20.28 mmol), 4-methoxybenzyl chloride (3.29 g, 21.0 mmol) and DMF (20 mL) was heated at 70° C. for 5.5 hours. The reaction mixture was poured into ice-water, extracted with ethyl acetate and concentrated to afford 6.3 g of crude product. The crude product was combined with 2.7 g of crude product from a similar experimental run and the mixture was purified by column chromatography on silica gel eluting with 2.5% EtOAc/CH2 Cl2 to 50...